From a dataset of the Open Reaction Database (ORD), a public repository of structured organic reaction records. describe an organic reaction: reactants, conditions, products, and yield Reactants: OC1=C2C=C(N(C2=CC=C1)CC1=CC=CC2=CC=CC=C12)C (4-hydroxy-2-methyl-1-[(1-naphthalenyl)methyl]-1H-indole), [H-].[Na+] (NaH), BrCC(=O)OC (methyl bromoacetate). Yields the product COC(COC1=C2C=C(N(C2=CC=C1)CC1=CC=CC2=CC=CC=C12)C)=O ([[2-methyl-1-[(1-naphthalenyl)methyl]-1H-indol-4-yl]oxy]acetic acid methyl ester). Isolated yield 463.7%. RXN SMILES: [OH:1][C:2]1[CH:10]=[CH:9][CH:8]=[C:7]2[C:3]=1[CH:4]=[C:5]([CH3:22])[N:6]2[CH2:11][C:12]1[C:21]2[C:16](=[CH:17][CH:18]=[CH:19][CH:20]=2)[CH:15]=[CH:14][CH:13]=1.[H-].[Na+].Br[CH2:26][C:27]([O:29][CH3:30])=[O:28]>>[CH3:30][O:29][C:27](=[O:28])[CH2:26][O:1][C:2]1[CH:10]=[CH:9][CH:8]=[C:7]2[C:3]=1[CH:4]=[C:5]([CH3:22])[N:6]2[CH2:11][C:12]1[C:21]2[C:16](=[CH:17][CH:18]=[CH:19][CH:20]=2)[CH:15]=[CH:14][CH:13]=1 |f:1.2|. Procedure: Using the procedure described in Example 1, Part E, 4-hydroxy-2-methyl-1-[(1-naphthalenyl)methyl]-1H-indole (796 mg, 2.8 mmol) was treated with 112 mg (2.8 mmol) of 60% NaH/mineral oil and then 0.27 mL (0.27 mmol) of methyl bromoacetate. The product was purified by chromatography over silica gel eluting with 20% EtOAc/hexane to give 450 mg (45% yield) of [[2-methyl-1-[(1-naphthalenyl)methyl]-1H-indol-4-yl]oxy]acetic acid methyl ester, 167°-171° C. Starting materials: BrC1=CN=C2C(=N1)N(CCN2)CC2=C(C(=CC=C2F)F)Cl (7-bromo-1-(2-chloro-3,6-difluorobenzyl)-1,2,3,4-tetrahydropyrazino[2,3-b]pyrazine), B1(OC(C(O1)(C)C)(C)C)C2=CC(=CC=C2)CC(=O)N (3-(2-Acetamidyl)phenylboronic acid pinacol ester). Yields the product ClC1=C(CN2C3=C(NCC2)N=CC(=N3)C=3C=C(C=CC3)CC(=O)N)C(=CC=C1F)F (2-{3-[8-(2-chloro-3,6-difluorobenzyl)-5,6,7,8-tetrahydropyrazino-[2,3-b]pyrazin-2-yl]phenyl}acetamide). As a reaction SMILES: Br[C:2]1[N:7]=[C:6]2[N:8]([CH2:12][C:13]3[C:18]([F:19])=[CH:17][CH:16]=[C:15]([F:20])[C:14]=3[Cl:21])[CH2:9][CH2:10][NH:11][C:5]2=[N:4][CH:3]=1.B1([C:31]2[CH:36]=[CH:35][CH:34]=[C:33]([CH2:37][C:38]([NH2:40])=[O:39])[CH:32]=2)OC(C)(C)C(C)(C)O1>>[Cl:21][C:14]1[C:15]([F:20])=[CH:16][CH:17]=[C:18]([F:19])[C:13]=1[CH2:12][N:8]1[CH2:9][CH2:10][NH:11][C:5]2[N:4]=[CH:3][C:2]([C:31]3[CH:32]=[C:33]([CH2:37][C:38]([NH2:40])=[O:39])[CH:34]=[CH:35][CH:36]=3)=[N:7][C:6]1=2. Procedure: The entitled compound was prepared from 7-bromo-1-(2-chloro-3,6-difluorobenzyl)-1,2,3,4-tetrahydropyrazino[2,3-b]pyrazine and 3-(2-Acetamidyl)phenylboronic acid pinacol ester using Suzuki coupling conditions as described in Example 1. The reactants are CCO, CCOC(=O)C(=O)CC(=O)c1c(Cl)cccc1Cl, Cl, O=N[O-], [Na+]. The product is CCOC(=O)C(=O)C(=NO)C(=O)c1c(Cl)cccc1Cl. RXN SMILES: [CH3:24][CH2:25][OH:26].[Cl:6][c:7]1[c:8]([C:14]([CH2:15][C:16]([C:17](=[O:18])[O:19][CH2:20][CH3:21])=[O:22])=[O:23])[c:9]([Cl:13])[cH:10][cH:11][cH:12]1.[ClH:1].[N:2](=[O:3])[O-:4].[Na+:5]>>[N:2]([OH:4])=[C:15]([C:14]([c:8]1[c:7]([Cl:6])[cH:12][cH:11][cH:10][c:9]1[Cl:13])=[O:23])[C:16]([C:17](=[O:18])[O:19][CH2:20][CH3:21])=[O:22]. Reactants: C(C)C=1C=NC=CC1C (3-ethyl-4-methylpyridine), BrCCCC1=CC(=CC=C1)C(F)(F)F (1-bromo-3-(3-trifluoromethylphenyl) propane). The product is FC(C=1C=C(C=CC1)CCCCC1=C(C=NC=C1)CC)(F)F (1-(3-trifluoromethylphenyl)-4-(3-ethyl-4-pyridyl)-butane). Isolated yield 80.4%. RXN SMILES: [CH2:1]([C:3]1[CH:4]=[N:5][CH:6]=[CH:7][C:8]=1[CH3:9])[CH3:2].Br[CH2:11][CH2:12][CH2:13][C:14]1[CH:19]=[CH:18][CH:17]=[C:16]([C:20]([F:23])([F:22])[F:21])[CH:15]=1>>[F:21][C:20]([F:22])([F:23])[C:16]1[CH:15]=[C:14]([CH2:13][CH2:12][CH2:11][CH2:9][C:8]2[CH:7]=[CH:6][N:5]=[CH:4][C:3]=2[CH2:1][CH3:2])[CH:19]=[CH:18][CH:17]=1. Procedure: 1.83 g (15.1 mmol) of 3-ethyl-4-methylpyridine and 4.03 g (15.1 mmol) of 1-bromo-3-(3-trifluoromethylphenyl) propane were reacted in the same manner as in Example 26. The reaction compound was purified to obtain 3.73 g of the desired compound (yield: 80.5%).